This data is from the Open Reaction Database (ORD), a public repository of structured organic reaction records. The task is: describe an organic reaction: reactants, conditions, products, and yield The reactants are C(CCC)O (n-butanol), [H-].[Na+] (sodium hydride), CC1=CC=CC(=C1C(=O)C1=C(C(=C(C=C1C)OC)OC)OC)OC (6,6'-dimethyl-2,2',3',4'-tetramethoxy-benzophenone), C(OC)COC (dimethoxyethane). Solvent: C(C)(=O)OCC (ethyl acetate), O (water). Product: CC1=CC=CC(=C1C(=O)C1=C(C(=C(C=C1C)OC)OC)OCCCC)OC (6,6'-dimethyl-2'-n-butoxy-2,3',4'-trimethoxy-benzophenone). RXN SMILES: [CH2:1](O)[CH2:2][CH2:3]C.[H-].[Na+].[CH3:8][C:9]1[C:14]([C:15]([C:17]2[C:22]([CH3:23])=[CH:21][C:20]([O:24][CH3:25])=[C:19]([O:26][CH3:27])[C:18]=2[O:28][CH3:29])=[O:16])=[C:13]([O:30][CH3:31])[CH:12]=[CH:11][CH:10]=1.C(COC)OC>C(OCC)(=O)C.O>[CH3:8][C:9]1[C:14]([C:15]([C:17]2[C:22]([CH3:23])=[CH:21][C:20]([O:24][CH3:25])=[C:19]([O:26][CH3:27])[C:18]=2[O:28][CH2:29][CH2:1][CH2:2][CH3:3])=[O:16])=[C:13]([O:30][CH3:31])[CH:12]=[CH:11][CH:10]=1 |f:1.2|. Procedure: A mixture of n-butanol (5 ml) and sodium hydride (60% in oil, 10 mmol) is stirred until the formation of H2 gas ceases. A mixture of 1C (0.7 g, 2,2 mmol) and dimethoxyethane (15 ml) is added to the resulting reaction mixture. Subsequently, the reaction mixture is heated under reflux with stirring for 24 hours. A mixture of water and ethyl acetate (1:1 v/v; 100 ml) is then slowly added at room temperature. The organic phase is separated, concentrated and the residue is purified by column chromato... Yields the product NCC12CCN(CC1)CC2 (4-Aminomethylquinuclidine). As a reaction SMILES: [C:1]([C:3]12[CH2:10][CH2:9][N:6]([CH2:7][CH2:8]1)[CH2:5][CH2:4]2)#[N:2]>C(Cl)Cl.CO>[NH2:2][CH2:1][C:3]12[CH2:10][CH2:9][N:6]([CH2:7][CH2:8]1)[CH2:5][CH2:4]2 |f:1.2|. The solvent is C(Cl)Cl.CO (methylene chloride methanol). Starting materials: C(#N)C12CCN(CC1)CC2 (4-cyanoquinuclidine). Procedure details: Colourless oil; Rf : 0.3 (trace of tailing; alumina; methylene chloride/methanol=7:3); Mass spectrum: M+=140; Prepared from 4-cyanoquinuclidine (see Example 3 of EP-A-0,213,337). Reactants: C(C)OC(=O)[C@H](CCC1CCCCC1)N[C@H]1COC2=C(N(C1=O)CC(=O)OC(C)(C)C)C=CC=C2 (tert-butyl 3(S)-[1(S)-ethoxycarbonyl-3-cyclohexylpropyl]amino-4-oxo-2,3,4,5-tetrahydro-1,5-benzoxazepine-5-acetate). Solvent: C(C)(=O)OCC.Cl (hydrogen chloride-ethyl acetate), petroleum ether. Conditions: time 4 hour. Product: C(C)OC(=O)[C@H](CCC1CCCCC1)N[C@H]1COC2=C(N(C1=O)CC(=O)O)C=CC=C2 (3(S)-[1(S)-ethoxycarbonyl-3-cyclohexylpropyl]amino-4-oxo-2,3,4,5-tetrahydro-1,5-benzoxazepine-5-acetic acid). Isolated yield 83.6%. Reaction SMILES: [CH2:1]([O:3][C:4]([C@@H:6]([NH:15][C@@H:16]1[C:22](=[O:23])[N:21]([CH2:24][C:25]([O:27]C(C)(C)C)=[O:26])[C:20]2[CH:32]=[CH:33][CH:34]=[CH:35][C:19]=2[O:18][CH2:17]1)[CH2:7][CH2:8][CH:9]1[CH2:14][CH2:13][CH2:12][CH2:11][CH2:10]1)=[O:5])[CH3:2]>C(OCC)(=O)C.Cl>[CH2:1]([O:3][C:4]([C@@H:6]([NH:15][C@@H:16]1[C:22](=[O:23])[N:21]([CH2:24][C:25]([OH:27])=[O:26])[C:20]2[CH:32]=[CH:33][CH:34]=[CH:35][C:19]=2[O:18][CH2:17]1)[CH2:7][CH2:8][CH:9]1[CH2:14][CH2:13][CH2:12][CH2:11][CH2:10]1)=[O:5])[CH3:2] |f:1.2|. Procedure details: In 10 ml of 5N hydrogen chloride-ethyl acetate solution is dissolved 0.5 g of tert-butyl 3(S)-[1(S)-ethoxycarbonyl-3-cyclohexylpropyl]amino-4-oxo-2,3,4,5-tetrahydro-1,5-benzoxazepine-5-acetate obtained in Example 49, and the solution is allowed to stand at room temperature for 4 hours. To the solution is added 200 ml of petroleum ether and the resulting mixture is shaken thoroughly. After the supernatant is removed by decantation, the residue is diluted with 50 ml of water and extracted three ti... RXN SMILES: [NH:1]1[CH:5]=[C:4]([CH2:6][CH2:7][NH:8][C:9](=[O:24])[NH:10][CH:11]([CH2:15][C:16]2[CH:21]=[CH:20][C:19]([O:22][CH3:23])=[CH:18][CH:17]=2)[C:12]([OH:14])=O)[N:3]=[CH:2]1.C(N(C(C)C)CC)(C)C.CN(C(ON1N=NC2C=CC=CC1=2)=[N+](C)C)C.[B-](F)(F)(F)F.FC(F)(F)C(O)=O.[C:63]([O:68][C:69]1([C:73]2[CH:78]=[CH:77][CH:76]=[CH:75][CH:74]=2)[CH2:72][NH:71][CH2:70]1)(=[O:67])[CH2:64][CH2:65][CH3:66]>ClCCl.CN(C)C=O>[C:63]([O:68][C:69]1([C:73]2[CH:78]=[CH:77][CH:76]=[CH:75][CH:74]=2)[CH2:70][N:71]([C:12](=[O:14])[CH:11]([NH:10][C:9]([NH:8][CH2:7][CH2:6][C:4]2[N:3]=[CH:2][NH:1][CH:5]=2)=[O:24])[CH2:15][C:16]2[CH:21]=[CH:20][C:19]([O:22][CH3:23])=[CH:18][CH:17]=2)[CH2:72]1)(=[O:67])[CH2:64][CH2:65][CH3:66] |f:2.3,4.5|. Run at time 2 hour. The yield is 4.2%. Procedure: To 80 mg (0.24 mmol) of 2-{3-[2-(1H-imidazol-4-yl)ethyl]ureido}-3-(4-methoxyphenyl)-propanoic acid (cf. preparation 2-3) dissolved in 2.75 mL of dichloromethane and 1.25 mL of dimethylformamide are added 0.08 mL (0.48 mmol) of diisopropylethylamine, 84 mg (0.26 mmol) of TBTU and 88 mg (0.26 mmol) of 3-phenylazetidin-3-yl butyrate trifluoroacetate. After 2 hours, the solution is washed with 1N sodium hydroxide solution and the organic products are extracted with dichloromethane. The organic phase... The product is C(CCC)(=O)OC1(CN(C1)C(C(CC1=CC=C(C=C1)OC)NC(=O)NCCC=1N=CNC1)=O)C1=CC=CC=C1 (1-[2-{3-[2-(1H-imidazol-4-yl)ethyl]-ureido}-3-(4-methoxyphenyl)propionyl]-3-phenylazetidin-3-yl butyrate). The solvent is CN(C=O)C (dimethylformamide), ClCCl (dichloromethane). Starting materials: C(C)(C)N(CC)C(C)C (diisopropylethylamine), CN(C)C(=[N+](C)C)ON1C2=C(C=CC=C2)N=N1.[B-](F)(F)(F)F (TBTU), FC(C(=O)O)(F)F.C(CCC)(=O)OC1(CNC1)C1=CC=CC=C1 (3-phenylazetidin-3-yl butyrate trifluoroacetate), N1C=NC(=C1)CCNC(NC(C(=O)O)CC1=CC=C(C=C1)OC)=O (2-{3-[2-(1H-imidazol-4-yl)ethyl]ureido}-3-(4-methoxyphenyl)-propanoic acid). Starting materials: N#CC(=Cc1ccccc1)C(=O)O, C(=NC1CCCCC1)=NC1CCCCC1, ClCCl, Oc1c(F)c(F)c(F)c(F)c1F. The product is N#CC(=Cc1ccccc1)C(=O)Oc1c(F)c(F)c(F)c(F)c1F. Reaction SMILES: [C:1](#[N:2])[C:3]([C:4](=[O:5])[OH:6])=[CH:7][c:8]1[cH:9][cH:10][cH:11][cH:12][cH:13]1.[CH:26]1([N:27]=[C:28]=[N:29][CH:30]2[CH2:31][CH2:32][CH2:33][CH2:34][CH2:35]2)[CH2:36][CH2:37][CH2:38][CH2:39][CH2:40]1.[Cl:41][CH2:42][Cl:43].[F:14][c:15]1[c:16]([F:25])[c:17]([F:24])[c:18]([F:23])[c:19]([F:22])[c:20]1[OH:21]>>[C:1](#[N:2])[C:3]([C:4]([O:5][c:20]1[c:15]([F:14])[c:16]([F:25])[c:17]([F:24])[c:18]([F:23])[c:19]1[F:22])=[O:6])=[CH:7][c:8]1[cH:9][cH:10][cH:11][cH:12][cH:13]1. Starting materials: [Na] (sodium), C(C1=CC=CC=C1)OC1=C2C=3C(=C(N=CC3N(C2=CC=C1)S(=O)(=O)C1=CC=C(C)C=C1)C=C)COC (5-benzyloxy-4-methoxymethyl-9-tosyl-3-vinyl-beta-carboline). Solvent: CO (methanol), CO (methanol). Reaction conditions: time 72 hour. The product is C(C1=CC=CC=C1)OC1=C2C=3C(=C(N=CC3NC2=CC=C1)C=C)COC (5-benzyloxy-4-methoxymethyl-3-vinyl-beta-carboline). Yield: 39.1%. RXN SMILES: [Na].[CH2:2]([O:9][C:10]1[CH:22]=[CH:21][CH:20]=[C:19]2[C:11]=1[C:12]1[C:13]([CH2:35][O:36][CH3:37])=[C:14]([CH:33]=[CH2:34])[N:15]=[CH:16][C:17]=1[N:18]2S(C1C=CC(C)=CC=1)(=O)=O)[C:3]1[CH:8]=[CH:7][CH:6]=[CH:5][CH:4]=1>CO>[CH2:2]([O:9][C:10]1[CH:22]=[CH:21][CH:20]=[C:19]2[C:11]=1[C:12]1[C:13]([CH2:35][O:36][CH3:37])=[C:14]([CH:33]=[CH2:34])[N:15]=[CH:16][C:17]=1[NH:18]2)[C:3]1[CH:8]=[CH:7][CH:6]=[CH:5][CH:4]=1 |^1:0|. Procedure: A solution of 0.23 g of sodium in 10 ml of methanol is added drop by drop with stirring to a suspension of 0.5 g of 5-benzyloxy-4-methoxymethyl-9-tosyl-3-vinyl-beta-carboline in 20 ml of methanol. After 72 hours of stirring at room temperature, it is evaporated to dryness and the residue is chromatographed over silica gel with dichloromethane/ethanol=10/1 as eluant. 0.135 g of 5-benzyloxy-4-methoxymethyl-3-vinyl-beta-carboline with a melting point of 183°-185° C. is obtained. The product is CC(C)(C)OC(=O)N1CCC(NC(=O)Nc2ccc(C(F)(F)F)nc2)CC1C(=O)Nc1ccccc1N. As a reaction SMILES: [C:9]([CH3:10])([CH3:11])([CH3:12])[O:13][C:14](=[O:15])[N:16]1[CH:17]([C:36](=[O:37])[OH:38])[CH2:18][CH:19]([NH:22][C:23](=[O:24])[NH:25][c:26]2[cH:27][n:28][c:29]([C:32]([F:33])([F:34])[F:35])[cH:30][cH:31]2)[CH2:20][CH2:21]1.[CH:39]([N:40]([CH2:41][CH3:42])[CH:43]([CH3:44])[CH3:45])([CH3:46])[CH3:47].[NH2:1][c:2]1[cH:3][cH:4][cH:5][cH:6][c:7]1[NH2:8].[O:49]=[CH:50][N:51]([CH3:52])[CH3:53].[OH2:48]>>[NH2:1][c:2]1[cH:3][cH:4][cH:5][cH:6][c:7]1[NH:8][C:36]([CH:17]1[N:16]([C:14]([O:13][C:9]([CH3:10])([CH3:11])[CH3:12])=[O:15])[CH2:21][CH2:20][CH:19]([NH:22][C:23](=[O:24])[NH:25][c:26]2[cH:27][n:28][c:29]([C:32]([F:33])([F:34])[F:35])[cH:30][cH:31]2)[CH2:18]1)=[O:37]. Reactants: CC(C)(C)OC(=O)N1CCC(NC(=O)Nc2ccc(C(F)(F)F)nc2)CC1C(=O)O, CCN(C(C)C)C(C)C, Nc1ccccc1N, CN(C)C=O, O. Reactants: Cc1nc(C(=O)Nc2cccc(Cl)c2)c(Nc2cccc(CNC(=O)OC(C)(C)C)c2)s1, ClCCl, O=C(O)C(F)(F)F. Yields the product Cc1nc(C(=O)Nc2cccc(Cl)c2)c(Nc2cccc(CN)c2)s1. Reaction SMILES: [C:1]([O:2][C:3](=[O:4])[NH:7][CH2:8][c:9]1[cH:10][c:11]([NH:15][c:16]2[c:17]([C:22]([NH:23][c:24]3[cH:25][c:26]([Cl:30])[cH:27][cH:28][cH:29]3)=[O:31])[n:18][c:19]([CH3:21])[s:20]2)[cH:12][cH:13][cH:14]1)([CH3:5])([CH3:6])[CH3:32].[Cl:40][CH2:41][Cl:42].[OH:33][C:34]([C:35]([F:36])([F:37])[F:38])=[O:39]>>[NH2:7][CH2:8][c:9]1[cH:10][c:11]([NH:15][c:16]2[c:17]([C:22]([NH:23][c:24]3[cH:25][c:26]([Cl:30])[cH:27][cH:28][cH:29]3)=[O:31])[n:18][c:19]([CH3:21])[s:20]2)[cH:12][cH:13][cH:14]1. Starting materials: N1(CCCC2=CC=CC=C12)S(=O)(=O)C1=CC=C(C(=O)O)C=C1 (4-(3,4-dihydroquinolin-1(2H)-ylsulfonyl)benzoic acid), NC=1C=C(C=CC1)C(C)O (1-(3-aminophenyl)ethanol). Product: N1(CCCC2=CC=CC=C12)S(=O)(=O)C1=CC=C(C(=O)NC2=CC(=CC=C2)C(C)O)C=C1 (4-(3,4-dihydroquinolin-1(2H)-ylsulfonyl)-N-(3-(1-hydroxyethyl)phenyl)benzamide). As a reaction SMILES: [N:1]1([S:11]([C:14]2[CH:22]=[CH:21][C:17]([C:18]([OH:20])=O)=[CH:16][CH:15]=2)(=[O:13])=[O:12])[C:10]2[C:5](=[CH:6][CH:7]=[CH:8][CH:9]=2)[CH2:4][CH2:3][CH2:2]1.[NH2:23][C:24]1[CH:25]=[C:26]([CH:30]([OH:32])[CH3:31])[CH:27]=[CH:28][CH:29]=1>>[N:1]1([S:11]([C:14]2[CH:15]=[CH:16][C:17]([C:18]([NH:23][C:24]3[CH:29]=[CH:28][CH:27]=[C:26]([CH:30]([OH:32])[CH3:31])[CH:25]=3)=[O:20])=[CH:21][CH:22]=2)(=[O:12])=[O:13])[C:10]2[C:5](=[CH:6][CH:7]=[CH:8][CH:9]=2)[CH2:4][CH2:3][CH2:2]1. Reported procedure: 4-(3,4-dihydroquinolin-1(2H)-ylsulfonyl)benzoic acid (1) (100 mg, 0.32 mmol) was treated with 1-(3-aminophenyl)ethanol (33 mg, 0.24 mmol) using method B. The residue was purified using flash chromatography eluting with 0-40% EtOAc in hexanes. The resulting solid was triturated with dichloromethane/hexanes to give 4-(3,4-dihydroquinolin-1(2H)-ylsulfonyl)-N-(3-(1-hydroxyethyl)phenyl)benzamide as a white solid. Yield: 38 mg (36%). 1H-NMR: 10.42 (br s, 1H), 8.06 (d, J=8.5 Hz, 2H), 7.77-7.71 (m, 3H),...